This data is from the Open Reaction Database (ORD), a public repository of structured organic reaction records. The task is: describe an organic reaction: reactants, conditions, products, and yield Procedure: 4-[4-(2-Phenylethyl)-1,3-thiazol-2-yl]piperidine hydrochloride (II-1, 309 mg) is reacted analogously to Example I-63 with [2-chloro-5-(trifluoromethyl)phenyl]acetic acid (262 mg). After chromatographic purification, this gives 2-[2-chloro-5-(trifluoromethyl)phenyl]-1-{4-[4-(2-phenylethyl)-1,3-thiazol-2-yl]piperidin-1-yl}ethanone (210 mg). Reactants: Cl.C1(=CC=CC=C1)CCC=1N=C(SC1)C1CCNCC1 (4-[4-(2-Phenylethyl)-1,3-thiazol-2-yl]piperidine hydrochloride), ClC1=C(C=C(C=C1)C(F)(F)F)CC(=O)O ([2-chloro-5-(trifluoromethyl)phenyl]acetic acid). Yields the product ClC1=C(C=C(C=C1)C(F)(F)F)CC(=O)N1CCC(CC1)C=1SC=C(N1)CCC1=CC=CC=C1 (2-[2-Chloro-5-(trifluoromethyl)phenyl]-1-{4-[4-(2-phenylethyl)-1,3-thiazol-2-yl]piperidin-1-yl}ethanone). Reaction SMILES: Cl.[C:2]1([CH2:8][CH2:9][C:10]2[N:11]=[C:12]([CH:15]3[CH2:20][CH2:19][NH:18][CH2:17][CH2:16]3)[S:13][CH:14]=2)[CH:7]=[CH:6][CH:5]=[CH:4][CH:3]=1.[Cl:21][C:22]1[CH:27]=[CH:26][C:25]([C:28]([F:31])([F:30])[F:29])=[CH:24][C:23]=1[CH2:32][C:33](O)=[O:34]>>[Cl:21][C:22]1[CH:27]=[CH:26][C:25]([C:28]([F:30])([F:31])[F:29])=[CH:24][C:23]=1[CH2:32][C:33]([N:18]1[CH2:19][CH2:20][CH:15]([C:12]2[S:13][CH:14]=[C:10]([CH2:9][CH2:8][C:2]3[CH:7]=[CH:6][CH:5]=[CH:4][CH:3]=3)[N:11]=2)[CH2:16][CH2:17]1)=[O:34] |f:0.1|. Starting materials: C(C)(C)(C)OC(NC1=C(C=C(C(=C1)N(C)C)C(F)(F)F)N)=O ((2-amino-5-dimethylamino-4-trifluoromethyl-phenyl)-carbamic acid tert-butyl ester), C(C)(C)(C)OC(CC(C1=CC(=CC=C1)C=1C=NC=CC1)=O)=O (3-oxo-3-(3-pyridin-3-yl-phenyl)-propionic acid tert-butyl ester). The product is C(C)(C)(C)OC(NC1=C(C=C(C(=C1)N(C)C)C(F)(F)F)NC(CC(C1=CC(=CC=C1)C=1C=NC=CC1)=O)=O)=O ({5-Dimethylamino-2-[3-oxo-3-(3-pyridin-3-yl-phenyl)-propionylamino]-4-trifluoromethyl-phenyl}-carbamic acid tert-butyl ester), foam. RXN SMILES: [C:1]([O:5][C:6](=[O:22])[NH:7][C:8]1[CH:13]=[C:12]([N:14]([CH3:16])[CH3:15])[C:11]([C:17]([F:20])([F:19])[F:18])=[CH:10][C:9]=1[NH2:21])([CH3:4])([CH3:3])[CH3:2].C([O:27][C:28](=O)[CH2:29][C:30](=[O:43])[C:31]1[CH:36]=[CH:35][CH:34]=[C:33]([C:37]2[CH:38]=[N:39][CH:40]=[CH:41][CH:42]=2)[CH:32]=1)(C)(C)C>>[C:1]([O:5][C:6](=[O:22])[NH:7][C:8]1[CH:13]=[C:12]([N:14]([CH3:16])[CH3:15])[C:11]([C:17]([F:20])([F:19])[F:18])=[CH:10][C:9]=1[NH:21][C:28](=[O:27])[CH2:29][C:30](=[O:43])[C:31]1[CH:36]=[CH:35][CH:34]=[C:33]([C:37]2[CH:38]=[N:39][CH:40]=[CH:41][CH:42]=2)[CH:32]=1)([CH3:4])([CH3:2])[CH3:3]. Procedure details: The title compound was prepared from (2-amino-5-dimethylamino-4-trifluoromethyl-phenyl)-carbamic acid tert-butyl ester (Example J1) (262 mg, 0.75 mmol) and 3-oxo-3-(3-pyridin-3-yl-phenyl)-propionic acid tert-butyl ester (Example K1) (223 mg, 0.75 mmol) according to the general procedure M. Obtained as a pink foam (335 mg). The reactants are CN(C(=O)C=1OC2=C(C1)C=CC=C2N2CCNCC2)C (N,N-dimethyl-7-(piperazin-1-yl)benzofuran-2-carboxamide), CC1=CC=C(C=C1)S(=O)(=O)OCCC1=NC=C(C=C1)F (2-(5-fluoropyridin-2-yl)ethyl 4-methylbenzenesulfonate). Yields the product FC=1C=CC(=NC1)CCN1CCN(CC1)C1=CC=CC=2C=C(OC21)C(=O)N(C)C (7-(4-(2-(5-Fluoropyridin-2-yl)ethyl)piperazin-1-yl)-N,N-dimethylbenzofuran-2-carboxamide). Reaction SMILES: [CH3:1][N:2]([CH3:20])[C:3]([C:5]1[O:6][C:7]2[C:13]([N:14]3[CH2:19][CH2:18][NH:17][CH2:16][CH2:15]3)=[CH:12][CH:11]=[CH:10][C:8]=2[CH:9]=1)=[O:4].CC1C=CC(S(O[CH2:32][CH2:33][C:34]2[CH:39]=[CH:38][C:37]([F:40])=[CH:36][N:35]=2)(=O)=O)=CC=1>>[F:40][C:37]1[CH:38]=[CH:39][C:34]([CH2:33][CH2:32][N:17]2[CH2:18][CH2:19][N:14]([C:13]3[C:7]4[O:6][C:5]([C:3]([N:2]([CH3:20])[CH3:1])=[O:4])=[CH:9][C:8]=4[CH:10]=[CH:11][CH:12]=3)[CH2:15][CH2:16]2)=[N:35][CH:36]=1. Procedure details: The compound was prepared according to the procedure disclosed in Example 46 starting from N,N-dimethyl-7-(piperazin-1-yl)benzofuran-2-carboxamide (0.085 g, 0.31 mmol) (Example 39d) and 2-(5-fluoropyridin-2-yl)ethyl 4-methylbenzenesulfonate (0.092 g, 0.31 mmol). The product was purified by preparative HPLC to give the title compound. Yield: 0.049 g (39%). The reactants are ClC=1C=CC=C2C=C(N=C(C12)N1CCN(CC1)C)[C@H](C)NC1=C2N=CN(C2=NC=N1)C1OCCCC1 (N—((S)-1-(8-chloro-1-(4-methylpiperazin-1-yl)isoquinolin-3-yl)ethyl)-9-(tetrahydro-2H-pyran-2-yl)-9H-purin-6-amine), CN1N=CC(=C1)B1OC(C(O1)(C)C)(C)C (1-methyl-4-(4,4,5,5-tetramethyl-1,3,2-dioxaborolan-2-yl)-1H-pyrazole), C(=O)([O-])[O-].[Na+].[Na+] (Na2CO3). Reagents/catalysts: C1=CC=C(C=C1)P([C-]2C=CC=C2)C3=CC=CC=C3.C1=CC=C(C=C1)P([C-]2C=CC=C2)C3=CC=CC=C3.Cl[Pd]Cl.[Fe+2] (PdCl2(dppf)). Solvent: CN(C(C)=O)C (N,N-dimethylacetamide), O (water). Reaction conditions: temperature 80 celsius, time 8 hour. Product: CN1N=CC(=C1)C=1C=CC=C2C=C(N=C(C12)N1CCN(CC1)C)[C@H](C)NC1=C2N=CN(C2=NC=N1)C1OCCCC1 (N—((S)-1-(8-(1-methyl-1H-pyrazol-4-yl)-1-(4-methylpiperazin-1-yl)isoquinolin-3-yl)ethyl)-9-(tetrahydro-2H-pyran-2-yl)-9H-purin-6-amine). As a reaction SMILES: Cl[C:2]1[CH:3]=[CH:4][CH:5]=[C:6]2[C:11]=1[C:10]([N:12]1[CH2:17][CH2:16][N:15]([CH3:18])[CH2:14][CH2:13]1)=[N:9][C:8]([C@@H:19]([NH:21][C:22]1[N:30]=[CH:29][N:28]=[C:27]3[C:23]=1[N:24]=[CH:25][N:26]3[CH:31]1[CH2:36][CH2:35][CH2:34][CH2:33][O:32]1)[CH3:20])=[CH:7]2.[CH3:37][N:38]1[CH:42]=[C:41](B2OC(C)(C)C(C)(C)O2)[CH:40]=[N:39]1.C([O-])([O-])=O.[Na+].[Na+]>CN(C)C(=O)C.O.C1C=CC(P(C2C=CC=CC=2)[C-]2C=CC=C2)=CC=1.C1C=CC(P(C2C=CC=CC=2)[C-]2C=CC=C2)=CC=1.Cl[Pd]Cl.[Fe+2]>[CH3:37][N:38]1[CH:42]=[C:41]([C:2]2[CH:3]=[CH:4][CH:5]=[C:6]3[C:11]=2[C:10]([N:12]2[CH2:13][CH2:14][N:15]([CH3:18])[CH2:16][CH2:17]2)=[N:9][C:8]([C@@H:19]([NH:21][C:22]2[N:30]=[CH:29][N:28]=[C:27]4[C:23]=2[N:24]=[CH:25][N:26]4[CH:31]2[CH2:36][CH2:35][CH2:34][CH2:33][O:32]2)[CH3:20])=[CH:7]3)[CH:40]=[N:39]1 |f:2.3.4,7.8.9.10|. Procedure: N—((S)-1-(8-chloro-1-(4-methylpiperazin-1-yl)isoquinolin-3-yl)ethyl)-9-(tetrahydro-2H-pyran-2-yl)-9H-purin-6-amine 140 (80 mg, 0.16 mmol, 1.0 eq), 1-methyl-4-(4,4,5,5-tetramethyl-1,3,2-dioxaborolan-2-yl)-1H-pyrazole (66 mg, 0.32 mmol, 2.0 eq), PdCl2(dppf) (13 mg, 0.016 mmol, 0.1 eq) and Na2CO3 (84 mg, 0.79 mmol, 5.0 eq) were suspended in a mixture of N,N-dimethylacetamide (5 mL) and water (2 mL). The resulting mixture was degassed and back-filled with argon three times and then stirred at 80° C....